Dataset: the Open Reaction Database (ORD), a public repository of structured organic reaction records. Task: describe an organic reaction: reactants, conditions, products, and yield Starting materials: CS(=O)(=O)OC(C(=O)OCC)CC1=CC=C(C=C1)OCC1(CCCCC1)C (ethyl 2-methanesulfonyloxy-3-[4-(1-methylcyclohexylmethyloxy)phenyl]propionate), Cl (hydrochloric acid), NC(=S)N (thiourea), C(C)O (ethanol). Solvent: O (water). Product: CC1(CCCCC1)COC1=CC=C(CC2C(NC(S2)=O)=O)C=C1 (5-[4-(1-methylcyclohexylmethyloxy)benzyl]thiazolidine-2,4-dione). Reaction SMILES: CS(O[CH:6]([CH2:12][C:13]1[CH:18]=[CH:17][C:16]([O:19][CH2:20][C:21]2([CH3:27])[CH2:26][CH2:25][CH2:24][CH2:23][CH2:22]2)=[CH:15][CH:14]=1)[C:7]([O:9]CC)=O)(=O)=O.[NH2:28][C:29](N)=[S:30].C([OH:34])C.Cl>O>[CH3:27][C:21]1([CH2:20][O:19][C:16]2[CH:15]=[CH:14][C:13]([CH2:12][CH:6]3[S:30][C:29](=[O:34])[NH:28][C:7]3=[O:9])=[CH:18][CH:17]=2)[CH2:22][CH2:23][CH2:24][CH2:25][CH2:26]1. Reported procedure: 2.0 g Of ethyl 2-methanesulfonyloxy-3-[4-(1-methylcyclohexylmethyloxy)phenyl]propionate and 760 mg. of thiourea are added to 20 ml of ethanol. The mixture is refluxed for 2 hours. To the mixture is added 10 ml of hydrochloric acid, and the mixture is further refluxed for 16 hours. After cooling, water is added to the mixture. The mixture is subjected to extraction with ethyl acetate. The extract is washed with water and dried. The ethyl acetate is distilled off to give 1.4 g of 5-[4-(1-methylcyc... Reactants: NC1=NC=C(C=N1)Cl (2-Amino-5-chloropyrimidine), N(=C=O)S(=O)(=O)C1=C(C(=O)OC)C=CC=C1 (methyl 2-(isocyanatosulfonyl)-benzoate). Solvent: C(Cl)Cl (methylene chloride). Reaction conditions: time 3 hour. Product: ClC=1C=NC(=NC1)NC(=O)NS(=O)(=O)C1=C(C(=O)OC)C=CC=C1 (Methyl 2-{[(5-chloropyrimidin-2-yl)aminocarbonyl]-aminosulfonyl}benzoate). RXN SMILES: [NH2:1][C:2]1[N:7]=[CH:6][C:5]([Cl:8])=[CH:4][N:3]=1.[N:9]([S:12]([C:15]1[CH:24]=[CH:23][CH:22]=[CH:21][C:16]=1[C:17]([O:19][CH3:20])=[O:18])(=[O:14])=[O:13])=[C:10]=[O:11]>C(Cl)Cl>[Cl:8][C:5]1[CH:4]=[N:3][C:2]([NH:1][C:10]([NH:9][S:12]([C:15]2[CH:24]=[CH:23][CH:22]=[CH:21][C:16]=2[C:17]([O:19][CH3:20])=[O:18])(=[O:14])=[O:13])=[O:11])=[N:7][CH:6]=1. Procedure: 2-Amino-5-chloropyrimidine (1.3 g) was suspended in 20 ml of methylene chloride and to this was added with stirring 2.4 g of methyl 2-(isocyanatosulfonyl)-benzoate. After stirring for three hours at ambient temperature, the desired product, 2-{[(5-chloropyrimidin-2-yl)aminocarbonyl]aminosulfonyl}benzoic acid, methyl ester, which had precipitated as a white solid, was filtered off. It melted at 217°-221° and showed peaks in the nuclear magnetic resonance spectrum (trifluoroacetic acid solvent) at... Reactants: Cl (HCl), CC(C(C(=O)OCC)N1CC(C1)CC=1N(C2=NC(=NC(=C2N1)N1CCOCC1)N1C(=NC2=C1C=CC=C2)C)C)C (ethyl 3-methyl-2-(3-((9-methyl-2-(2-methyl-1H-benzo[d]imidazol-1-yl)-6-morpholino-9H-purin-8-yl)methyl)azetidin-1-yl)butanoate), C(C)O (ethanol), [OH-].[Li+] (lithium hydroxide). Solvent: O (water). Conditions: time 2 hour. The product is CC(C(C(=O)O)N1CC(C1)CC=1N(C2=NC(=NC(=C2N1)N1CCOCC1)N1C(=NC2=C1C=CC=C2)C)C)C (3-methyl-2-(3-((9-methyl-2-(2-methyl-1H-benzo[d]imidazol-1-yl)-6-morpholino-9H-purin-8-yl)methyl)azetidin-1-yl)butanoic acid). RXN SMILES: [CH3:1][CH:2]([CH3:40])[CH:3]([N:9]1[CH2:12][CH:11]([CH2:13][C:14]2[N:15]([CH3:39])[C:16]3[C:21]([N:22]=2)=[C:20]([N:23]2[CH2:28][CH2:27][O:26][CH2:25][CH2:24]2)[N:19]=[C:18]([N:29]2[C:33]4[CH:34]=[CH:35][CH:36]=[CH:37][C:32]=4[N:31]=[C:30]2[CH3:38])[N:17]=3)[CH2:10]1)[C:4]([O:6]CC)=[O:5].C(O)C.[OH-].[Li+].Cl>O>[CH3:1][CH:2]([CH3:40])[CH:3]([N:9]1[CH2:10][CH:11]([CH2:13][C:14]2[N:15]([CH3:39])[C:16]3[C:21]([N:22]=2)=[C:20]([N:23]2[CH2:28][CH2:27][O:26][CH2:25][CH2:24]2)[N:19]=[C:18]([N:29]2[C:33]4[CH:34]=[CH:35][CH:36]=[CH:37][C:32]=4[N:31]=[C:30]2[CH3:38])[N:17]=3)[CH2:12]1)[C:4]([OH:6])=[O:5] |f:2.3|. Procedure: To a solution of ethyl 3-methyl-2-(3-((9-methyl-2-(2-methyl-1H-benzo[d]imidazol-1-yl)-6-morpholino-9H-purin-8-yl)methyl)azetidin-1-yl)butanoate (0.180 g, 0.329 mmol) in ethanol (1.0 mL, 17 mmol) was added 1.0 M of lithium hydroxide in water (2.0 mL). The resulting mixture was stirred at room temperature for 2 hours. The reaction mixture was neutralized with 1M HCl and concentrated. The residue was re-dissolved in MeOH and loaded onto a SCX-2 column. The column was first washed with MeOH. The pro... Starting materials: C1(=CC=C(C=C1)S(=O)(=O)[O-])C.C(C)(C)(C)OC1=CC=C(C=C1)[S+](C1=CC=CC=C1)C1=CC=C(C=C1)OC(C)(C)C (bis(p-tert-butoxyphenyl)phenylsulfonium p-toluenesulfonate), C1(=CC=C(C=C1)S(=O)(=O)O)C (p-toluenesulfonic acid). Solvent: CO (methanol). Yields the product C1(=CC=C(C=C1)S(=O)(=O)[O-])C.OC1=CC=C(C=C1)[S+](C1=CC=CC=C1)C1=CC=C(C=C1)O (bis(p-hydroxyphenyl)phenylsulfonium p-toluenesulfonate). Isolated yield 100.0%. As a reaction SMILES: [C:1]1([CH3:11])[CH:6]=[CH:5][C:4]([S:7]([O-:10])(=[O:9])=[O:8])=[CH:3][CH:2]=1.C([O:16][C:17]1[CH:22]=[CH:21][C:20]([S+:23]([C:30]2[CH:35]=[CH:34][C:33]([O:36]C(C)(C)C)=[CH:32][CH:31]=2)[C:24]2[CH:29]=[CH:28][CH:27]=[CH:26][CH:25]=2)=[CH:19][CH:18]=1)(C)(C)C.C1(C)C=CC(S(O)(=O)=O)=CC=1>CO>[C:1]1([CH3:11])[CH:2]=[CH:3][C:4]([S:7]([O-:10])(=[O:8])=[O:9])=[CH:5][CH:6]=1.[OH:16][C:17]1[CH:22]=[CH:21][C:20]([S+:23]([C:30]2[CH:31]=[CH:32][C:33]([OH:36])=[CH:34][CH:35]=2)[C:24]2[CH:29]=[CH:28][CH:27]=[CH:26][CH:25]=2)=[CH:19][CH:18]=1 |f:0.1,4.5|. Procedure details: A solution of 5.8 g (0.01 mol) of bis(p-tert-butoxyphenyl)phenylsulfonium p-toluenesulfonate and 0.95 g (0.005 mol) of p-toluenesulfonic acid in 35 g of methanol was heated at 60° C. for 5 hours with stirring. The reaction mixture was evaporated in vacuo. The residual oil was washed two times with 200 g of diethyl ether. The amount of this crude product was 4.7 g (100% yield). Without further purification, the crude product was used in subsequent reaction.